Dataset: the Open Reaction Database (ORD), a public repository of structured organic reaction records. Task: describe an organic reaction: reactants, conditions, products, and yield Reactants: FC1=CC=CC=2NCC(OC21)CN (Dihydro-8-fluoro-2H-1,4-benzoxazine-2-methanamine), CN1CC(OC2=C1C=CC=C2)C(=O)N (3,4-dihydro-4-methyl-2H-1,4-benzoxazine-2-carboxamide). The product is C(N)(=O)C1=CC=CC=2NCC(OC21)CN (Dihydro-8-carbamoyl-2H-1,4-benzoxazine-2-methanamine). Reaction SMILES: F[C:2]1[C:11]2[O:10][CH:9]([CH2:12][NH2:13])[CH2:8][NH:7][C:6]=2[CH:5]=[CH:4][CH:3]=1.CN1C2C=CC=CC=2OC([C:25]([NH2:27])=[O:26])C1>>[C:25]([C:2]1[C:11]2[O:10][CH:9]([CH2:12][NH2:13])[CH2:8][NH:7][C:6]=2[CH:5]=[CH:4][CH:3]=1)(=[O:26])[NH2:27]. Reported procedure: This compound is obtained following the same experimental conditions as those used for the synthesis of intermediate (2b) but replacing 3,4-dihydro-8-fluoro-2H-1,4-benzoxazine-2-carboxamide (4b) with 3,4-dihydro-4-methyl-2H-1,4-benzoxazine-2-carboxamide (4h). The title compound of formula (2h) is obtained. Yields the product C1(=CC=CC=C1)C(CN1CC(C(CC1)=O)C1(CCN(CC1)CC(C1=CC=CC=C1)C1=CC=CC=C1)O)C1=CC=CC=C1 (1-(2,2-diphenylethyl)-3-[1-(2,2-diphenylethyl)-4-hydroxypiperidin-4-yl]-4-piperidinone). RXN SMILES: [C:1]1([CH:7]([C:16]2[CH:21]=[CH:20][CH:19]=[CH:18][CH:17]=2)[CH2:8][N:9]2[CH2:14][CH2:13][C:12](=[O:15])[CH2:11][CH2:10]2)[CH:6]=[CH:5][CH:4]=[CH:3][CH:2]=1.[O:22]1[CH2:26][CH2:25][CH2:24]C1.[CH:27]([Mg]Cl)([CH3:29])[CH3:28]>CCOCC>[C:16]1([CH:7]([C:1]2[CH:2]=[CH:3][CH:4]=[CH:5][CH:6]=2)[CH2:8][N:9]2[CH2:14][CH2:13][C:12](=[O:15])[CH:11]([C:26]3([OH:22])[CH2:7][CH2:8][N:9]([CH2:28][CH:27]([C:29]4[CH:10]=[CH:11][CH:12]=[CH:13][CH:14]=4)[C:6]4[CH:1]=[CH:2][CH:3]=[CH:4][CH:5]=4)[CH2:24][CH2:25]3)[CH2:10]2)[CH:17]=[CH:18][CH:19]=[CH:20][CH:21]=1. Solvent: CCOCC (ether). Starting materials: resultant mixture, C1(=CC=CC=C1)C(CN1CCC(CC1)=O)C1=CC=CC=C1 (1-(2,2-diphenylethyl)-4-piperidinone), O1CCCC1 (tetrahydrofuran), solution, C(C)(C)[Mg]Cl (isopropylmagnesium chloride). Procedure details: The solution of 4 parts of 1-(2,2-diphenylethyl)-4-piperidinone in 50 parts by volume of tetrahydrofuran is cooled in an ice bath with stirring. To this solution is added 9.8 parts by volume of 2.2 M solution of isopropylmagnesium chloride in ether, and the resultant mixture is stirred for about 75 minutes at 0° C., and then quenched with the careful addition of 50 parts by volume of 10% ammonium chloride solution. The organic layer is separated and the aqueous phase is extracted with additional... Reaction SMILES: [CH2:1]([C:3]1[C:4]([NH:11][C@@H:12]2[C:20]3[C:15](=[CH:16][CH:17]=[CH:18][CH:19]=3)[CH2:14][C@@H]2O)=[N:5][C:6]([CH2:9][CH3:10])=[CH:7][N:8]=1)[CH3:2].[O:22]1C2CCCC(N)C=2C=C1>>[CH2:1]([C:3]1[C:4]([NH:11][CH:12]2[C:20]3[CH:15]=[CH:14][O:22][C:19]=3[CH2:18][CH2:17][CH2:16]2)=[N:5][C:6]([CH2:9][CH3:10])=[CH:7][N:8]=1)[CH3:2]. Procedure: Following the procedure for the preparation of (1R,2S)-1-[(3,6-diethylpyrazin-2-yl)amino]-2,3-dihydro-1H-inden-2-ol but substituting 4,5,6,7-tetrahydro-1-benzofuran-4-amine and making non-critical variations provided the title compound as a oil: The reactants are C(C)C=1C(=NC(=CN1)CC)N[C@H]1[C@H](CC2=CC=CC=C12)O ((1R,2S)-1-[(3,6-diethylpyrazin-2-yl)amino]-2,3-dihydro-1H-inden-2-ol), O1C=CC2=C1CCCC2N (4,5,6,7-tetrahydro-1-benzofuran-4-amine). Yields the product C(C)C=1C(=NC(=CN1)CC)NC1CCCC2=C1C=CO2 (3,6-diethyl-N-(4,5,6,7-tetrahydro-1-benzofuran-4-yl)pyrazin-2-amine). Starting materials: N-(3-Dimethylaminopropyl)-N-ethylcarbodimide HCl salt, NC=1C(=C(C(=O)O)C=CC1)C (3-amino-2-methylbenzoic acid), C(=O)(OC(C)(C)C)N1[C@H](C(=O)O)CCC1 (N-Boc-L-proline). The solvent is ClCCl (dichloromethane). Reaction conditions: time 18 hour. Product: C(C)(C)(C)OC(=O)N1[C@@H](CCC1)C(=O)NC=1C(=C(C(=O)O)C=CC1)C ((S)-3-(1-(tert-butoxycarbonyl)pyrrolidine-2-carboxamido)-2-methylbenzoic acid). Yield: 45.0%. RXN SMILES: [NH2:1][C:2]1[C:3]([CH3:11])=[C:4]([CH:8]=[CH:9][CH:10]=1)[C:5]([OH:7])=[O:6].[C:12]([N:19]1[CH2:26][CH2:25][CH2:24][C@H:20]1[C:21](O)=[O:22])([O:14][C:15]([CH3:18])([CH3:17])[CH3:16])=[O:13]>ClCCl>[C:15]([O:14][C:12]([N:19]1[CH2:26][CH2:25][CH2:24][C@H:20]1[C:21]([NH:1][C:2]1[C:3]([CH3:11])=[C:4]([CH:8]=[CH:9][CH:10]=1)[C:5]([OH:7])=[O:6])=[O:22])=[O:13])([CH3:18])([CH3:17])[CH3:16]. Procedure: N-(3-Dimethylaminopropyl)-N-ethylcarbodimide HCl salt (3.1 g, 16.6 mmol) was added to a suspension of 3-amino-2-methylbenzoic acid (2.5 g, 16.6 mmol) and N-Boc-L-proline (3.5 g, 16.6 mmol) in dichloromethane (40 mL). The reaction mixture was stirred under nitrogen for 18 h, diluted with solvent (1 vol) and washed with 1N HCl, brine, and dried (MgSO4). Concentration gave a foam with was applied to a 40 M Biotage SiO2 column, and eluted by gradient 20%-60% B (1000 mL); A=1% acetic acid/hexanes; B=... Reactants: CCCC1=Nc2ccc(I)cc2C(=O)N1Cc3ccc(cc3)c4ccccc4S(=O)(=O)NC(C)(C)C, CC1(C)OB(OC1(C)C)c2cnn(Cc3ccccc3)c2. Reagents/catalysts: CCN=P(N=P(N(C)C)(N(C)C)N(C)C)(N(C)C)N(C)C (P2-Et), CN(C)c1ccc([PH](C(C)(C)C)(C(C)(C)C)[Pd]2(OS(C)(=O)=O)Nc3ccccc3-c3ccccc32)cc1 (Aphos G3). The solvent is CS(C)=O (DMSO), O (water), CS(C)=O (DMSO), CS(C)=O (DMSO), CS(C)=O (DMSO). Run at time 22 hour. The product is CCCC1=Nc2ccc(cc2C(=O)N1Cc3ccc(cc3)c4ccccc4S(=O)(=O)NC(C)(C)C)c5cnn(Cc6ccccc6)c5, CCCC1=Nc2ccc(I)cc2C(=O)N1Cc3ccc(cc3)c4ccccc4S(=O)(=O)NC(C)(C)C, c1ccc(-c2ccccc2)cc1. The reactants are FC=1C(=C(C=O)C=CC1)O (3-fluoro-2-hydroxybenzaldehyde), C(C)(=O)O (acetic acid), [N+](=O)(O)[O-] (nitric acid). Run at temperature 0 celsius, time 30 minute. The product is FC=1C(=C(C=O)C=C(C1)[N+](=O)[O-])O (3-Fluoro-2-hydroxy-5-nitrobenzaldehyde). Isolated yield 82.6%. RXN SMILES: [F:1][C:2]1[C:3]([OH:10])=[C:4]([CH:7]=[CH:8][CH:9]=1)[CH:5]=[O:6].C(O)(=O)C.[N+:15]([O-])([OH:17])=[O:16]>>[F:1][C:2]1[C:3]([OH:10])=[C:4]([CH:7]=[C:8]([N+:15]([O-:17])=[O:16])[CH:9]=1)[CH:5]=[O:6]. Reported procedure: To a flask with 3-fluoro-2-hydroxybenzaldehyde (5.00 g, 35.7 mmol) in acetic acid (10 mL, 175 mmol), was added nitric acid (conc., 10 mL, 244 mmol) at 0° C. The mixture was stirred 0° C. for 30 min, quenched with ice, extracted with EtOAc (3×30 mL). The combined organic layer was washed with brine, dried (Na2SO4) and concentrated to give 17C (5.457 g, 29.5 mmol, 83% yield) as a yellow solid. Starting materials: ice water, N1CCOCC1 (Morpholine), Cl.C(C)N=C=NCCCN(C)C (1-ethyl-3-(3-dimethylaminopropyl)carbodiimide hydrochloride), COC=1C(C(=C(C(C1OC)=O)CC1=CC(=C(C(=O)O)C=C1)OCC1=CC=CC=C1)C)=O (4-(5,6-dimethoxy-3-methyl-1,4-benzoquinon-2-yl)methyl-2-benzyloxybenzoic acid). The solvent is C(Cl)Cl (methylene chloride). Conditions: time 16 hour. Yields the product COC=1C(C(=C(C(C1OC)=O)CC1=CC(=C(C(=O)N2CCOCC2)C=C1)OCC1=CC=CC=C1)C)=O (N-[4-(5,6-Dimethoxy-3-methyl-1,4-benzoquinon-2-yl)methyl-2-benzyloxybenzoyl]morpholine). Yield: 78.8%. RXN SMILES: [NH:1]1[CH2:6][CH2:5][O:4][CH2:3][CH2:2]1.Cl.C(N=C=NCCCN(C)C)C.[CH3:19][O:20][C:21]1[C:22](=[O:49])[C:23]([CH3:48])=[C:24]([CH2:30][C:31]2[CH:39]=[CH:38][C:34]([C:35](O)=[O:36])=[C:33]([O:40][CH2:41][C:42]3[CH:47]=[CH:46][CH:45]=[CH:44][CH:43]=3)[CH:32]=2)[C:25](=[O:29])[C:26]=1[O:27][CH3:28]>C(Cl)Cl>[CH3:19][O:20][C:21]1[C:22](=[O:49])[C:23]([CH3:48])=[C:24]([CH2:30][C:31]2[CH:39]=[CH:38][C:34]([C:35]([N:1]3[CH2:6][CH2:5][O:4][CH2:3][CH2:2]3)=[O:36])=[C:33]([O:40][CH2:41][C:42]3[CH:43]=[CH:44][CH:45]=[CH:46][CH:47]=3)[CH:32]=2)[C:25](=[O:29])[C:26]=1[O:27][CH3:28] |f:1.2|. Procedure details: Morpholine (19 mg, 0.2183 mmol) and 1-ethyl-3-(3-dimethylaminopropyl)carbodiimide hydrochloride (55 mg, 0.2869 mmol) were added to a methylene chloride solution (10 ml) of 4-(5,6-dimethoxy-3-methyl-1,4-benzoquinon-2-yl)methyl-2-benzyloxybenzoic acid (60 mg, 0.1421 mmol) and the resulting solution was stirred at room temperature for 16 hours. The reaction solution was poured into ice water and then extracted with methylene chloride. The extract was washed with water and then dried, and the solven... Reactants: N(=[N+]=[N-])CC(=O)NC1=CC(=NC2=CC=C(C=C12)C)N1CCS(C2=C(C1)C=CC=C2)(=O)=O (2-azido-N-[2-(1,1-dioxido-2,3-dihydro-1,4-benzothiazepin-4(5H)-yl)-6-methylquinolin-4-yl]acetamide). The reagents and catalysts are [Pd] (palladium on carbon). The solvent is CO (methanol). Run at time 8 hour. Product: O=S1(CCN(CC2=C1C=CC=C2)C2=NC1=CC=C(C=C1C(=C2)NC(CN)=O)C)=O (N-[2-(1,1-Dioxido-2,3-dihydro-1,4-benzothiazepin-4(5H)-yl)-6-methylquinolin-4-yl]glycinamide). Isolated yield 29.2%. As a reaction SMILES: [N:1]([CH2:4][C:5]([NH:7][C:8]1[C:17]2[C:12](=[CH:13][CH:14]=[C:15]([CH3:18])[CH:16]=2)[N:11]=[C:10]([N:19]2[CH2:25][C:24]3[CH:26]=[CH:27][CH:28]=[CH:29][C:23]=3[S:22](=[O:31])(=[O:30])[CH2:21][CH2:20]2)[CH:9]=1)=[O:6])=[N+]=[N-]>CO.[Pd]>[O:31]=[S:22]1(=[O:30])[C:23]2[CH:29]=[CH:28][CH:27]=[CH:26][C:24]=2[CH2:25][N:19]([C:10]2[CH:9]=[C:8]([NH:7][C:5](=[O:6])[CH2:4][NH2:1])[C:17]3[C:12](=[CH:13][CH:14]=[C:15]([CH3:18])[CH:16]=3)[N:11]=2)[CH2:20][CH2:21]1. Reported procedure: To a solution of 2-azido-N-[2-(1,1-dioxido-2,3-dihydro-1,4-benzothiazepin-4(5H)-yl)-6-methylquinolin-4-yl]acetamide (110 mg, 0.25 mmol) in methanol was added 10% palladium on carbon (507 mg). After being stirred at room temperature overnight under a hydrogen atmosphere, the resulting mixture was filtered. The filtrate was concentrated in vacuo. The residue was purified by preparative HPLC to afford 30 mg of the product as a white powder. MS obsd. (ESI+) [(M+H)+] 411, 1H NMR (400 MHz, CD3OD) δ pp... Reactants: CS(=O)(=O)OCCC(C#N)CO (4-methylsulfonyloxy-2-(hydroxymethyl) butanenitrile), CS(=O)(=O)OCCC(C#N)CO (4-methylsulfonyloxy-2-(hydroxymethyl) butanenitrile), C(OC(C)(C)C)(ONC(=O)OCC)=O (1,1-dimethylethyl (ethoxycarbonyl)azanyl carbonate), C(ON(C(=O)OCC)C(C)(C)C)([O-])=O (1,1-dimethylethyl(ethoxycarbonyl)azanyl carbonate), C([O-])([O-])=O.[K+].[K+] (potassium carbonate). Run in CN(C=O)C (N,N-dimethylformamide), O (water). Conditions: time 20 hour. The product is C(ON(C(=O)OCC)CCC(=C)C#N)(OC(C)(C)C)=O ((3-cyano-3-butene-1-yl)(ethoxycarbonyl)azanyl 1,1-dimethylethyl carbonate). As a reaction SMILES: CS(O[CH2:6][CH2:7][CH:8]([CH2:11]O)[C:9]#[N:10])(=O)=O.[C:13](=[O:26])([O:19][NH:20][C:21]([O:23][CH2:24][CH3:25])=[O:22])[O:14][C:15]([CH3:18])([CH3:17])[CH3:16].C(=O)([O-])ON(C(C)(C)C)C(OCC)=O.C(=O)([O-])[O-].[K+].[K+]>CN(C)C=O.O>[C:13](=[O:26])([O:14][C:15]([CH3:18])([CH3:17])[CH3:16])[O:19][N:20]([CH2:6][CH2:7][C:8]([C:9]#[N:10])=[CH2:11])[C:21]([O:23][CH2:24][CH3:25])=[O:22] |f:3.4.5|. Procedure details: A mixture of 4-methylsulfonyloxy-2-(hydroxymethyl) butanenitrile (i.e. the product of Step E) (6.87 g, 0.039 mol), 1,1-dimethylethyl (ethoxycarbonyl)azanyl carbonate (7.65 g, 0.037 mol) (i.e. the product of Step F) and potassium carbonate (10.21 g, 0.074 mol) in N,N-dimethylformamide (50 mL) was stirred at room temperature for 20 h. The reaction mixture was poured onto iced water (100 mL) and extracted with diethyl ether (3×50 mL). The combined organic layers were washed with water (50 mL) and c... Starting materials: C(C)OC(CSC1=CN=C(S1)NC(=O)N(C1CCCCC1)C1CCCCCC1)=O ([2-(3-Cycloheptyl-3-cyclohexyl-ureido)-thiazol-5-ylsulfanyl]-acetic acid ethyl ester), C1(CCCCC1)NC1CCCCCC1 (cyclohexyl-cycloheptylamine), NC1=CN=CS1.C(C)OC(CS)=O (5-aminothiazole 2-mercaptoacetic acid ethyl ester). Yields the product C1(CCCCCC1)N(C(NC=1SC(=CN1)SCC(=O)O)=O)C1CCCCC1 ([2-(3-Cycloheptyl-3-cyclohexyl-ureido)-thiazol-5-ylsulfanyl]-acetic acid). As a reaction SMILES: C([O:3][C:4](=[O:29])[CH2:5][S:6][C:7]1[S:11][C:10]([NH:12][C:13]([N:15]([CH:22]2[CH2:28][CH2:27][CH2:26][CH2:25][CH2:24][CH2:23]2)[CH:16]2[CH2:21][CH2:20][CH2:19][CH2:18][CH2:17]2)=[O:14])=[N:9][CH:8]=1)C.C1(NC2CCCCCC2)CCCCC1.NC1SC=NC=1.C(OC(=O)CS)C>>[CH:22]1([N:15]([CH:16]2[CH2:21][CH2:20][CH2:19][CH2:18][CH2:17]2)[C:13](=[O:14])[NH:12][C:10]2[S:11][C:7]([S:6][CH2:5][C:4]([OH:29])=[O:3])=[CH:8][N:9]=2)[CH2:23][CH2:24][CH2:25][CH2:26][CH2:27][CH2:28]1 |f:2.3|. Procedure details: [2-(3-Cycloheptyl-3-cyclohexyl-ureido)-thiazol-5-ylsulfanyl]-acetic acid ethyl ester prepared as described in general procedure (A) using cyclohexyl-cycloheptylamine and 5-aminothiazole-2-mercaptoacetic acid ethyl ester. Hydrolysis using general procedure (F) gave the title compound.